Dataset: the Open Reaction Database (ORD), a public repository of structured organic reaction records. Task: describe an organic reaction: reactants, conditions, products, and yield Starting materials: O (water), CO (Methanol), CC(C)([O-])C.[K+] (potassium tert-butoxide), ClC=1C=C(C=CC1F)NC1=NC=NC2=CC(=CC(=C12)F)F (N-(3-chloro-4-fluorophenyl)-5,7-difluoroquinazolin-4-amine). Solvent: C1CCOC1 (THF). Reaction conditions: temperature 75 celsius. Yields the product ClC=1C=C(C=CC1F)NC1=NC=NC2=CC(=CC(=C12)OC)OC (N-(3-chloro-4-fluorophenyl)-5,7-dimethoxyquinazolin-4-amine). Isolated yield 69.0%. Reaction SMILES: [CH3:1][OH:2].C[C:4](C)([O-:6])C.[K+].[Cl:9][C:10]1[CH:11]=[C:12]([NH:17][C:18]2[C:27]3[C:22](=[CH:23][C:24](F)=[CH:25][C:26]=3F)[N:21]=[CH:20][N:19]=2)[CH:13]=[CH:14][C:15]=1[F:16].O>C1COCC1>[Cl:9][C:10]1[CH:11]=[C:12]([NH:17][C:18]2[C:27]3[C:22](=[CH:23][C:24]([O:6][CH3:4])=[CH:25][C:26]=3[O:2][CH3:1])[N:21]=[CH:20][N:19]=2)[CH:13]=[CH:14][C:15]=1[F:16] |f:1.2|. Reported procedure: Methanol (6.5 ml) and potassium tert-butoxide (18 g) were added sequentially, each in one portion, to a mixture of N-(3-chloro-4-fluorophenyl)-5,7-difluoroquinazolin-4-amine (13.8 g) in THF (270 ml) at room temperature under a nitrogen atmosphere. The mixture was heated at 75° C. for 18 hours 30 minutes and then cooled to room temperature and concentrated in vacuo to leave a brown solid. The solid was cooled to 0° C. and cold water was added and then the precipitate was filtered and dried to lea... Starting materials: BrC=1C=NC=2N(C1)N=C(C2)C(=O)O (6-bromo-pyrazolo[1,5-a]pyrimidine-2-carboxylic acid), BrC=1C=C2CCNC(C2=CC1Br)C (6,7-dibromo-1-methyl-1,2,3,4-tetrahydro-isoquinoline). Reported procedure: In close analogy to the procedure described in Example 1, 6-bromo-pyrazolo[1,5-a]pyrimidine-2-carboxylic acid is reacted with 6,7-dibromo-1-methyl-1,2,3,4-tetrahydro-isoquinoline to provide the title compound in moderate yield. Yields the product BrC=1C=NC=2N(C1)N=C(C2)C(=O)N2C(C1=CC(=C(C=C1CC2)Br)Br)C ((6-Bromo-pyrazolo[1,5-a]pyrimidin-2-yl)-(6,7-dibromo-1-methyl-3,4-dihydro-1H-isoquinolin-2-yl)-methanone). As a reaction SMILES: [Br:1][C:2]1[CH:3]=[N:4][C:5]2[N:6]([N:8]=[C:9]([C:11]([OH:13])=O)[CH:10]=2)[CH:7]=1.[Br:14][C:15]1[CH:16]=[C:17]2[C:22](=[CH:23][C:24]=1[Br:25])[CH:21]([CH3:26])[NH:20][CH2:19][CH2:18]2>>[Br:1][C:2]1[CH:3]=[N:4][C:5]2[N:6]([N:8]=[C:9]([C:11]([N:20]3[CH2:19][CH2:18][C:17]4[C:22](=[CH:23][C:24]([Br:25])=[C:15]([Br:14])[CH:16]=4)[CH:21]3[CH3:26])=[O:13])[CH:10]=2)[CH:7]=1. Reactants: CCOC(=O)C1(CN(C)C)CC1, CCO, Cl, [Na+], [OH-]. The product is CN(C)CC1(C(=O)O)CC1. RXN SMILES: [CH2:1]([CH3:2])[O:3][C:4](=[O:5])[C:6]1([CH2:9][N:10]([CH3:11])[CH3:12])[CH2:7][CH2:8]1.[CH3:16][CH2:17][OH:18].[ClH:15].[Na+:14].[OH-:13]>>[O:3]=[C:4]([OH:5])[C:6]1([CH2:9][N:10]([CH3:11])[CH3:12])[CH2:7][CH2:8]1. Reactants: BrC1=CC(=NC=C1)N (4-bromopyridin-2-amine), O.NC=1C=C(C=CC1)B(O)O (3-aminophenylboronic acid hydrate), C(=O)([O-])[O-].[K+].[K+] (K2CO3). Reagents/catalysts: C=1C=CC(=CC1)[P](C=2C=CC=CC2)(C=3C=CC=CC3)[Pd]([P](C=4C=CC=CC4)(C=5C=CC=CC5)C=6C=CC=CC6)([P](C=7C=CC=CC7)(C=8C=CC=CC8)C=9C=CC=CC9)[P](C=1C=CC=CC1)(C=1C=CC=CC1)C=1C=CC=CC1 (tetrakis(triphenylphosphine)palladium(0)). Solvent: CN(C)C=O (DMF). Reaction conditions: temperature 80 celsius, time 8 hour. The product is NC=1C=C(C=CC1)C1=CC(=NC=C1)N (4-(3-aminophenyl)pyridin-2-amine). Reaction SMILES: Br[C:2]1[CH:7]=[CH:6][N:5]=[C:4]([NH2:8])[CH:3]=1.O.[NH2:10][C:11]1[CH:12]=[C:13](B(O)O)[CH:14]=[CH:15][CH:16]=1.C([O-])([O-])=O.[K+].[K+]>C1C=CC([P]([Pd]([P](C2C=CC=CC=2)(C2C=CC=CC=2)C2C=CC=CC=2)([P](C2C=CC=CC=2)(C2C=CC=CC=2)C2C=CC=CC=2)[P](C2C=CC=CC=2)(C2C=CC=CC=2)C2C=CC=CC=2)(C2C=CC=CC=2)C2C=CC=CC=2)=CC=1.CN(C=O)C>[NH2:10][C:11]1[CH:16]=[C:15]([C:2]2[CH:7]=[CH:6][N:5]=[C:4]([NH2:8])[CH:3]=2)[CH:14]=[CH:13][CH:12]=1 |f:1.2,3.4.5,^1:29,31,50,69|. Procedure details: To a 100 ml flask was added 4-bromopyridin-2-amine 36.A (432 mg, 2.50 mmol, available from Apollo), 3-aminophenylboronic acid hydrate 36.B (465 mg, 3.00 mmol, available from Oakwood), tetrakis(triphenylphosphine)palladium(0) (288 mg, 0.25 mmol), DMF (5 mL) and saturated aqueous K2CO3 (5 mL). The reaction mixture was stirred at 80° C. overnight. The reaction was then extracted with DCM (2×50 mL), the organic layers combined, washed with brine and dried on MgSO4. The DCM was removed under vacuum, ... Reactants: OV-17, CC(=O)O (HOAc), C(C1=CC=CC=C1)NC(CO)(COC)COC (2-benzylamino-2,2-bis-(methoxymethyl)ethanol). Reagents/catalysts: [Pd] (Pd/C). Run in CCO (EtOH), CCO (EtOH). Product: C(C)(=O)OCC(COC)(COC)N (2-amino-2,2-bis-(methoxymethyl)ethanol acetate). Isolated yield 48.6%. Reaction SMILES: C([NH:8][C:9]([CH2:15][O:16][CH3:17])([CH2:12][O:13][CH3:14])[CH2:10]O)C1C=CC=CC=1.[CH3:18][C:19]([OH:21])=[O:20]>[Pd].CCO>[C:19]([O:21][CH2:10][C:9]([NH2:8])([CH2:15][O:16][CH3:17])[CH2:12][O:13][CH3:14])(=[O:20])[CH3:18]. Procedure: A mixture of crude 4-aza-3,3-bis-(methoxymethyl)-1-oxaspiro[4.5]decane (66A, 40.0 g, 0.174 mol) and 6N HCl (100 mL) was refluxed for 1 h. The mixture was cooled and washed with Et2O (3×100 mL). The volume of the aqueous layer was reduced to 25 mL by rotary evaporation, basified with excess 50% NaOH solution and extracted with a mixture of Et2O/CH2Cl2 (3:1, 2×200 mL). The organic layers were combined, the solvent removed and the resulting crude oil distilled to give 16.4 g (63.2%) of 2-amino-2,2-... Starting materials: Fc1ccc(Br)c(OC2CCNCC2)c1, N#Cc1nnc(Br)s1, C1COCCO1, CCN(C(C)C)C(C)C, [Cl-], [NH4+]. The product is N#Cc1nnc(N2CCC(Oc3cc(F)ccc3Br)CC2)s1. As a reaction SMILES: [Br:1][c:2]1[c:3]([O:4][CH:5]2[CH2:6][CH2:7][NH:8][CH2:9][CH2:10]2)[cH:11][c:12]([F:15])[cH:13][cH:14]1.[Br:25][c:26]1[n:27][n:28][c:29]([C:31]#[N:32])[s:30]1.[CH2:35]1[O:36][CH2:37][CH2:38][O:39][CH2:40]1.[CH:16]([N:17]([CH2:18][CH3:19])[CH:20]([CH3:21])[CH3:22])([CH3:23])[CH3:24].[Cl-:33].[NH4+:34]>>[Br:1][c:2]1[c:3]([O:4][CH:5]2[CH2:6][CH2:7][N:8]([c:26]3[n:27][n:28][c:29]([C:31]#[N:32])[s:30]3)[CH2:9][CH2:10]2)[cH:11][c:12]([F:15])[cH:13][cH:14]1. Starting materials: CC(C)=O, COc1cc(Cl)c(CC2CCN(C3CCC4(CC3)OCCO4)C2=O)c(Cl)c1, Cl, O, Cc1ccc(S(=O)(=O)O)cc1. RXN SMILES: [CH3:41][C:42](=[O:43])[CH3:44].[Cl:1][c:2]1[c:3]([CH2:4][CH:5]2[C:6](=[O:20])[N:7]([CH:10]3[CH2:11][CH2:12][C:13]4([O:14][CH2:17][CH2:16][O:15]4)[CH2:18][CH2:19]3)[CH2:8][CH2:9]2)[c:21]([Cl:27])[cH:22][c:23]([O:25][CH3:26])[cH:24]1.[ClH:40].[OH2:28].[c:29]1([CH3:30])[cH:31][cH:32][c:33]([S:34]([OH:35])(=[O:36])=[O:37])[cH:38][cH:39]1>>[Cl:1][c:2]1[c:3]([CH2:4][CH:5]2[C:6](=[O:20])[N:7]([CH:10]3[CH2:11][CH2:12][C:13](=[O:14])[CH2:18][CH2:19]3)[CH2:8][CH2:9]2)[c:21]([Cl:27])[cH:22][c:23]([O:25][CH3:26])[cH:24]1. The product is COc1cc(Cl)c(CC2CCN(C3CCC(=O)CC3)C2=O)c(Cl)c1.